From a dataset of the Open Reaction Database (ORD), a public repository of structured organic reaction records. describe an organic reaction: reactants, conditions, products, and yield Reaction conditions: time 3 hour. As a reaction SMILES: [Cl:1][C:2]1[C:12]([C:13](=[O:19])[C:14]2[S:18][CH:17]=[CH:16][CH:15]=2)=[CH:11][C:5]2[CH2:6][CH:7]([CH:9]=[O:10])[O:8][C:4]=2[C:3]=1[Cl:20].C1(C)C=CC(S(O)(=O)=O)=CC=1.[CH2:32](O)[CH2:33][OH:34]>C1C=CC=CC=1.O>[CH2:33]1[O:34][CH:9]([CH:7]2[CH2:6][C:5]3[CH:11]=[C:12]([C:13](=[O:19])[C:14]4[S:18][CH:17]=[CH:16][CH:15]=4)[C:2]([Cl:1])=[C:3]([Cl:20])[C:4]=3[O:8]2)[O:10][CH2:32]1. The reactants are ClC1=C(C2=C(CC(O2)C=O)C=C1C(C1=CC=CS1)=O)Cl (6,7-dichloro-2,3-dihydro-5-(2-thenoyl)benzofuran-2-carboxaldehyde), C1(=CC=C(C=C1)S(=O)(=O)O)C (p-toluenesulfonic acid), C(CO)O (ethyleneglycol). Yields the product C1COC(C2OC3=C(C2)C=C(C(=C3Cl)Cl)C(C3=CC=CS3)=O)O1 (6,7-dichloro-2,3-dihydro-5-(2-thenoyl)benzofuran-2-carboxaldehyde ethyleneacetal). Reported procedure: A benzene mixture (250 ml.) containing 6,7-dichloro-2,3-dihydro-5-(2-thenoyl)benzofuran-2-carboxaldehyde (3.2 g., 0.01 mole), p-toluenesulfonic acid (0.2 g.) and ethyleneglycol (15 ml.) is heated under reflux for three hours. The water formed in the reaction is co-distilled with the benzene and is removed by a Dean-Stark apparatus. After three hours, the reaction mixture is cooled, washed twice with dilute sodium bicarbonate (2×50 ml.) once with water (50 ml.) and dried over magnesium sulfate. T... Solvent: C1=CC=CC=C1 (benzene), C1=CC=CC=C1 (benzene), O (water).